Dataset: the Open Reaction Database (ORD), a public repository of structured organic reaction records. Task: describe an organic reaction: reactants, conditions, products, and yield Reactants: CC=1C(=NN(C1C1=CC=CC=C1)C1=CC=C(C=C1)S(=O)(=O)N)C(F)(F)F (4-[4-methyl-5-phenyl-3-(trifluoromethyl)-1H-pyrazol-1-yl]benzenesulfonamid), BrN1C(CCC1=O)=O (N-bromosuccinimide). Run in C(Cl)(Cl)(Cl)Cl (carbon tetrachloride), C1=CC=CC=C1 (benzene). Yields the product BrCC=1C(=NN(C1C1=CC=CC=C1)C1=CC=C(C=C1)S(=O)(=O)N)C(F)(F)F (4-[4-bromomethyl-5-phenyl-3-(trifluoromethyl)-1H-pyrazol-1-yl]benzenesulfonamide). RXN SMILES: [CH3:1][C:2]1[C:3]([C:23]([F:26])([F:25])[F:24])=[N:4][N:5]([C:13]2[CH:18]=[CH:17][C:16]([S:19]([NH2:22])(=[O:21])=[O:20])=[CH:15][CH:14]=2)[C:6]=1[C:7]1[CH:12]=[CH:11][CH:10]=[CH:9][CH:8]=1.[Br:27]N1C(=O)CCC1=O>C(Cl)(Cl)(Cl)Cl.C1C=CC=CC=1>[Br:27][CH2:1][C:2]1[C:3]([C:23]([F:26])([F:24])[F:25])=[N:4][N:5]([C:13]2[CH:14]=[CH:15][C:16]([S:19]([NH2:22])(=[O:21])=[O:20])=[CH:17][CH:18]=2)[C:6]=1[C:7]1[CH:8]=[CH:9][CH:10]=[CH:11][CH:12]=1. Procedure: To a solution of 4-[4-methyl-5-phenyl-3-(trifluoromethyl)-1H-pyrazol-1-yl]benzenesulfonamide prepared in Example 201 (500 mg, 1.3 mmol) in carbon tetrachloride (9 mL) and benzene (4 mL) was added N-bromosuccinimide (285 mg, 1.6 mmol). The mixture was irradiated with a sunlamp for 3.5 hours. The reaction mixture was partitioned between dichloromethane and water and the organic solution was dried and concentrated to give the desired product, 412 mg (69%).